This data is from the Open Reaction Database (ORD), a public repository of structured organic reaction records. The task is: describe an organic reaction: reactants, conditions, products, and yield The reactants are CC1=NC(=CC(=N1)Cl)Cl (2-methyl-4,6-dichloro-pyrimidine), C(CCC)NCC (N-butyl-ethyl-amine). The solvent is C(C)#N (acetonitrile), O (water). Product: C(CCC)NCCC1=NC(=NC(=C1)Cl)C (Butyl-(6-chloro-2-methyl-pyrimidin-4-yl)ethyl-amine). Isolated yield 99.7%. As a reaction SMILES: [CH3:1][C:2]1[N:7]=[C:6](Cl)[CH:5]=[C:4]([Cl:9])[N:3]=1.[CH2:10]([NH:14][CH2:15][CH3:16])[CH2:11][CH2:12][CH3:13]>C(#N)C.O>[CH2:10]([NH:14][CH2:15][CH2:16][C:6]1[CH:5]=[C:4]([Cl:9])[N:3]=[C:2]([CH3:1])[N:7]=1)[CH2:11][CH2:12][CH3:13]. Procedure: A mixture of 2-methyl-4,6-dichloro-pyrimidine (1.63 g, 10 mmol) in 5 ml of acetonitrile was treated with N-butyl-ethyl-amine (2.000 g, 20 mmol) and heated at reflux for 0.5 hours. The mixture was cooled, diluted with water and extracted with ethyl acetate. The organic layer was washed with brine, dried and concentrated to give 2.271 g (100%) of title compound as a light-brown oil. 1H NMR (CDCl3) δ 0.93 (t, 3H), 1.13 (t, 3H), 1.22-1.36 (m, 2H), 1.45-1.6 (m, 2H), 2.43 (s, 3H), 3.25-3.60 (m, 4H), 6...